Dataset: the Open Reaction Database (ORD), a public repository of structured organic reaction records. Task: describe an organic reaction: reactants, conditions, products, and yield Reactants: C(C)#N (acetonitrile), C(C=C)(=O)OOC(C)(N)CC (ethylβ-amino-β-ethoxy acrylate), CN=C=O (methyl isocyanate), ester, N(N)CCCS(=O)(=O)O (γ-hydrazinopropane sulfonic acid). Solvent: C(C)N(CC)CC (triethylamine), C(C)(=O)O (acetic acid). Conditions: time 2 day. Yields the product CNC(NC=1NN(C(C1)=O)CCCS(=O)(=O)O)=O (3-Methylureido-1-(γ-sulfopropyl)-5-pyrazolone). Reaction SMILES: [C:1](#[N:3])[CH3:2].[C:4](OOC(CC)(N)C)(=[O:7])C=C.[CH3:15][N:16]=[C:17]=[O:18].[NH:19]([CH2:21][CH2:22][CH2:23][S:24]([OH:27])(=[O:26])=[O:25])[NH2:20]>C(N(CC)CC)C.C(O)(=O)C>[CH3:15][NH:16][C:17](=[O:18])[NH:3][C:1]1[NH:20][N:19]([CH2:21][CH2:22][CH2:23][S:24]([OH:27])(=[O:26])=[O:25])[C:4](=[O:7])[CH:2]=1. Procedure details: Into 30 ml of acetonitrile was dissolved 15.9 g of ethylβ-amino-β-ethoxy acrylate, and 6 g of methyl isocyanate was added thereto. The resulting mixture was allowed to stand at room temperature for two days. Into a mixed solution of 40 ml of glacial acetic acid and 20 ml of triethylamine there was dispersed 15.4 g of γ-hydrazinopropane sulfonic acid, and the above ester reaction solution was then added thereto and stirred while heating (95°-100° C.) on a water bath. In a short time, the solution...